From a dataset of the Open Reaction Database (ORD), a public repository of structured organic reaction records. describe an organic reaction: reactants, conditions, products, and yield Starting materials: COC(CCCC1=NN=C(C2=CC(=CC=C12)OC)C=1SC=CN1)=O (4-(6-Methoxy-4-thiazol-2-yl-phthalazin-1-yl)-butyric acid methyl ester), [OH-].[Na+] (NaOH). Run in CO (CH3OH). Product: COC=1C=C2C(=NN=C(C2=CC1)CCCC(=O)O)C=1SC=CN1 (4-(6-Methoxy-4-thiazol-2-yl-phthalazin-1-yl)-butyric acid). Yield: 82.4%. As a reaction SMILES: C[O:2][C:3](=[O:24])[CH2:4][CH2:5][CH2:6][C:7]1[C:16]2[C:11](=[CH:12][C:13]([O:17][CH3:18])=[CH:14][CH:15]=2)[C:10]([C:19]2[S:20][CH:21]=[CH:22][N:23]=2)=[N:9][N:8]=1.[OH-].[Na+]>CO>[CH3:18][O:17][C:13]1[CH:12]=[C:11]2[C:16](=[CH:15][CH:14]=1)[C:7]([CH2:6][CH2:5][CH2:4][C:3]([OH:24])=[O:2])=[N:8][N:9]=[C:10]2[C:19]1[S:20][CH:21]=[CH:22][N:23]=1 |f:1.2|. Procedure details: 4-(6-Methoxy-4-thiazol-2-yl-phthalazin-1-yl)-butyric acid methyl ester (1.2 g, 3.5 mmoles), prepared as described in example 115, was dissolved in warm CH3OH (30 ml) and added with 10% NaOH (2.8 ml, 7 mmoles), then refluxed. After 30 minutes the mixture was cooled, dried, taken up in water and extracted with CH2Cl2. The aqueous phase was discoloured with charcoal and acidified with acetic acid. The precipitate was filtered, washed with water and dried to give 0.95 g of the title compound (yield:... The reactants are CC(C)O, COc1c(SCCCCl)ccnc1CCl, Cl, O, Sc1nc2ccccc2[nH]1. Yields the product Cl, Cl, COc1c(SCCCCl)ccnc1CSc1nc2ccccc2[nH]1. As a reaction SMILES: [CH:27]([OH:28])([CH3:29])[CH3:30].[Cl:12][CH2:13][c:14]1[n:15][cH:16][cH:17][c:18]([S:22][CH2:23][CH2:24][CH2:25][Cl:26])[c:19]1[O:20][CH3:21].[ClH:11].[OH2:31].[SH:1][c:2]1[n:3][c:4]2[c:5]([nH:6]1)[cH:7][cH:8][cH:9][cH:10]2>>[ClH:11].[ClH:12].[S:1]([c:2]1[n:3][c:4]2[c:5]([nH:6]1)[cH:7][cH:8][cH:9][cH:10]2)[CH2:13][c:14]1[n:15][cH:16][cH:17][c:18]([S:22][CH2:23][CH2:24][CH2:25][Cl:26])[c:19]1[O:20][CH3:21]. Reactants: C(C)OC(COCC(C(F)(F)F)(C1=CC(=CC=C1)Br)N)=O ([2-Amino-2-(3-bromo-phenyl)-3,3,3-trifluoro-propoxy]-acetic acid ethyl ester). The solvent is C1(=CC=CC=C1)C (toluene), C(=O)(C(F)(F)F)O (TFA). Product: BrC=1C=C(C=CC1)C1(COCC(N1)=O)C(F)(F)F (5-(3-Bromo-phenyl)-5-trifluoromethyl-morpholin-3-one). As a reaction SMILES: C([O:3][C:4](=O)[CH2:5][O:6][CH2:7][C:8]([NH2:20])([C:13]1[CH:18]=[CH:17][CH:16]=[C:15]([Br:19])[CH:14]=1)[C:9]([F:12])([F:11])[F:10])C>C1(C)C=CC=CC=1.C(O)(C(F)(F)F)=O>[Br:19][C:15]1[CH:14]=[C:13]([C:8]2([C:9]([F:12])([F:11])[F:10])[NH:20][C:4](=[O:3])[CH2:5][O:6][CH2:7]2)[CH:18]=[CH:17][CH:16]=1. Reported procedure: A solution of 598 mg (1.616 mmol) [2-Amino-2-(3-bromo-phenyl)-3,3,3-trifluoro-propoxy]-acetic acid ethyl ester in 5.4 ml toluene and 2.7 ml TFA was heated at reflux temperature for 5 h. The cooled down mixture was evaporated, taken up in EtOAc, washed with 5% aqueous NaHCO3, dried with Na2SO4 and evaporated to give the essentially pure title compound as a colorless solid. Starting materials: CC1=C(CC=2N=NC=CC2)C(=CC=C1)C (3-(2,6-dimethylbenzyl)pyridazine), CC1=C(CC=2N=NC=CC2)C(=CC(=C1)C)C (3-(2,4,6-trimethylbenzyl)pyridazine), C(C1=CC=CC=C1)C1=CC=C(N=N1)Cl (6-benzyl-3-chloropyridazine), C(C1=CC=CC=C1)C=1N=NC=CC1 (3-benzylpyridazine). Yields the product ClC=1N=NC(=CC1)CC1=C(C=CC=C1C)C (3-chloro-6-(2,6-dimethylbenzyl)pyridazine), ClC=1N=NC(=CC1)CC1=C(C=C(C=C1C)C)C (3-chloro-6-(2,4,6-trimethylbenzyl)pyridazine). Reaction SMILES: C(C1N=NC([Cl:14])=CC=1)C1C=CC=CC=1.C(C1N=NC=CC=1)C1C=CC=CC=1.[CH3:28][C:29]1[CH:41]=[CH:40][CH:39]=[C:38]([CH3:42])[C:30]=1[CH2:31][C:32]1[N:33]=[N:34][CH:35]=[CH:36][CH:37]=1.[CH3:43][C:44]1[CH:56]=[C:55]([CH3:57])[CH:54]=[C:53]([CH3:58])[C:45]=1[CH2:46][C:47]1[N:48]=[N:49][CH:50]=[CH:51][CH:52]=1>>[Cl:14][C:35]1[N:34]=[N:33][C:32]([CH2:31][C:30]2[C:38]([CH3:42])=[CH:39][CH:40]=[CH:41][C:29]=2[CH3:28])=[CH:37][CH:36]=1.[Cl:14][C:50]1[N:49]=[N:48][C:47]([CH2:46][C:45]2[C:53]([CH3:58])=[CH:54][C:55]([CH3:57])=[CH:56][C:44]=2[CH3:43])=[CH:52][CH:51]=1. Reported procedure: By proceeding in a similar manner but replacing the 3-chloro-6-(2-methylbenzyl)pyridazine by 6-benzyl-3-chloropyridazine (prepared as described in Netherlands Pat. No. 66-09504), 3-chloro-6-(2,6-dimethylbenzyl)pyridazine and 3-chloro-6-(2,4,6-trimethylbenzyl)pyridazine, there were prepared, respectively, 3-benzylpyridazine, m.p. 62°-64° C., 3-(2,6-dimethylbenzyl)pyridazine, m.p. 102°-103° C., and 3-(2,4,6-trimethylbenzyl)pyridazine, m.p. 110°-110.5° C. Reactants: ClC=1C=C2CC(N(C2=CC1)C(=O)N)=O (5-chloro-2-oxindole-1-carboxamide), S(=O)(Cl)Cl (thionyl chloride), C(C)(=O)OC=1C=C(SC1)C(=O)O (4-acetoxy-2-thiophenecarboxylic acid), C(C)(=O)OC=1C=C(SC1)C(=O)Cl (4-acetoxy-2-thiophenecarbonyl chloride). The reagents and catalysts are CN(C)C1=CC=NC=C1 (4-(N,N-dimethylamino)pyridine). The solvent is C(C)(=O)O (acetic acid). Yields the product ClC=1C=C2C(C(N(C2=CC1)C(=O)N)=O)C(C1=CC(=CS1)OC(C)=O)=O (5-Chloro-3-(4-acetoxy-2-thenoyl)-2-oxindole-1-carboxamide). The yield is 81.5%. RXN SMILES: S(Cl)(Cl)=O.[C:5]([O:8][C:9]1[CH:10]=[C:11]([C:14]([OH:16])=O)[S:12][CH:13]=1)(=[O:7])[CH3:6].C(OC1C=C(C(Cl)=O)SC=1)(=O)C.[Cl:29][C:30]1[CH:31]=[C:32]2[C:36](=[CH:37][CH:38]=1)[N:35]([C:39]([NH2:41])=[O:40])[C:34](=[O:42])[CH2:33]2>CN(C1C=CN=CC=1)C.C(O)(=O)C>[Cl:29][C:30]1[CH:31]=[C:32]2[C:36](=[CH:37][CH:38]=1)[N:35]([C:39]([NH2:41])=[O:40])[C:34](=[O:42])[CH:33]2[C:14](=[O:16])[C:11]1[S:12][CH:13]=[C:9]([O:8][C:5](=[O:7])[CH3:6])[CH:10]=1. Procedure: The title compound was prepared according to the procedure of Example 32. The reaction of 15 ml of thionyl chloride with 3.58 g (19.23 mmoles) of 4-acetoxy-2-thiophenecarboxylic acid (prepared according to Bohlmann, F., et al., Chem. Ber. 106:497 (1973)) gave a yellow oil. A 3.32 g (16.22 mmoles) sample of 4-acetoxy-2-thiophenecarbonyl chloride was coupled to 2.85 g (13.52 mmoles) of 5-chloro-2-oxindole-1-carboxamide in the presence of 4.16 g (34.07 mmoles) 4-(N,N-dimethylamino)pyridine to give ...